The task is: describe an organic reaction: reactants, conditions, products, and yield. This data is from the Open Reaction Database (ORD), a public repository of structured organic reaction records. Reactants: CS(=O)(=O)c1ccc2c(c1)CCN2c1cc(OC2CCNCC2)ncn1, CCN(C(C)C)C(C)C, O=C(Cl)OCCF, ClCCl, Cl, O. Product: CS(=O)(=O)c1ccc2c(c1)CCN2c1cc(OC2CCN(C(=O)OCCF)CC2)ncn1. RXN SMILES: [CH3:21][S:22](=[O:23])(=[O:24])[c:25]1[cH:26][c:27]2[c:31]([cH:32][cH:33]1)[N:30]([c:34]1[n:35][cH:36][n:37][c:38]([O:40][CH:41]3[CH2:42][CH2:43][NH:44][CH2:45][CH2:46]3)[cH:39]1)[CH2:29][CH2:28]2.[CH:1]([N:2]([CH:3]([CH3:4])[CH3:5])[CH2:6][CH3:7])([CH3:8])[CH3:9].[Cl:10][C:11](=[O:12])[O:13][CH2:14][CH2:15][F:16].[Cl:17][CH2:18][Cl:19].[ClH:20].[OH2:47]>>[C:11](=[O:12])([O:13][CH2:14][CH2:15][F:16])[N:44]1[CH2:43][CH2:42][CH:41]([O:40][c:38]2[n:37][cH:36][n:35][c:34]([N:30]3[CH2:29][CH2:28][c:27]4[cH:26][c:25]([S:22]([CH3:21])(=[O:23])=[O:24])[cH:33][cH:32][c:31]43)[cH:39]2)[CH2:46][CH2:45]1. Starting materials: CC(C)CC(=O)Cl, O=C1NC(Cc2ccccc2)CO1, [Cl-], [NH4+], C1CCOC1. The product is CC(C)CC(=O)N1C(=O)OCC1Cc1ccccc1. Reaction SMILES: [C:14]([CH2:15][CH:16]([CH3:17])[CH3:18])(=[O:19])[Cl:20].[CH2:1]([c:2]1[cH:3][cH:4][cH:5][cH:6][cH:7]1)[CH:8]1[NH:9][C:10](=[O:13])[O:11][CH2:12]1.[Cl-:21].[NH4+:22].[O:23]1[CH2:24][CH2:25][CH2:26][CH2:27]1>>[CH2:1]([c:2]1[cH:3][cH:4][cH:5][cH:6][cH:7]1)[CH:8]1[N:9]([C:14]([CH2:15][CH:16]([CH3:17])[CH3:18])=[O:19])[C:10](=[O:13])[O:11][CH2:12]1.